This data is from the Open Reaction Database (ORD), a public repository of structured organic reaction records. The task is: describe an organic reaction: reactants, conditions, products, and yield The reactants are ClCCl (dichloromethane), C(C)OC(=O)[C@H]1CN(CCC1)CCOCC1=C(C=CC=C1)CC1=CC=CC=C1 ((R)-1-(2-(2-benzylbenzyloxy)ethyl)-3-piperidinecarboxylic acid ethyl ester), Cl (hydrochloric acid), [OH-].[Na+] (sodium hydroxide). The solvent is C(C)O (ethanol). Conditions: time 8 hour. The product is Cl.C(C1=CC=CC=C1)C1=C(COCCN2C[C@@H](CCC2)C(=O)O)C=CC=C1 ((R)-1-(2-(2-Benzylbenzyloxy)ethyl)-3-piperidinecarboxylic acid hydrochloride). RXN SMILES: C([O:3][C:4]([C@@H:6]1[CH2:11][CH2:10][CH2:9][N:8]([CH2:12][CH2:13][O:14][CH2:15][C:16]2[CH:21]=[CH:20][CH:19]=[CH:18][C:17]=2[CH2:22][C:23]2[CH:28]=[CH:27][CH:26]=[CH:25][CH:24]=2)[CH2:7]1)=[O:5])C.[OH-].[Na+].Cl.[Cl:32]CCl>C(O)C>[ClH:32].[CH2:22]([C:17]1[CH:18]=[CH:19][CH:20]=[CH:21][C:16]=1[CH2:15][O:14][CH2:13][CH2:12][N:8]1[CH2:9][CH2:10][CH2:11][C@@H:6]([C:4]([OH:5])=[O:3])[CH2:7]1)[C:23]1[CH:24]=[CH:25][CH:26]=[CH:27][CH:28]=1 |f:1.2,6.7|. Reported procedure: The above ester (0.8 g, 2.1 mmol) was dissolved in ethanol (10 ml) and 2N sodium hydroxide (3.1 ml) was added. The mixture was stirred at ambient temperature overnight. Excess concentrated hydrochloric acid was added followed by dichloromethane. The mixture was concentrated in vacuo and water and dichloromethane was added. The phases were separated and the organic phase was dried (MgSO4). The solvent was evaporated in vacuo to give a foamy residue which was re-evaporated with dichloromethane to ... The reactants are BrCc1ccccc1, CC1=C(C#N)C(c2ccc(C#N)cc2S(=O)[O-])N(C)C(=O)N1c1cccc(C(F)(F)F)c1, [I-], [K+], [Na+], CN(C)C=O. Yields the product CC1=C(C#N)C(c2ccc(C#N)cc2S(=O)(=O)Cc2ccccc2)N(C)C(=O)N1c1cccc(C(F)(F)F)c1. As a reaction SMILES: [Br:34][CH2:35][c:36]1[cH:37][cH:38][cH:39][cH:40][cH:41]1.[C:1](#[N:2])[c:3]1[cH:4][cH:5][c:6]([CH:12]2[N:13]([CH3:32])[C:14](=[O:31])[N:15]([c:21]3[cH:22][c:23]([C:27]([F:28])([F:29])[F:30])[cH:24][cH:25][cH:26]3)[C:16]([CH3:20])=[C:17]2[C:18]#[N:19])[c:7]([S:9](=[O:10])[O-:11])[cH:8]1.[I-:43].[K+:42].[Na+:33].[O:44]=[CH:45][N:46]([CH3:47])[CH3:48]>>[C:1](#[N:2])[c:3]1[cH:4][cH:5][c:6]([CH:12]2[N:13]([CH3:32])[C:14](=[O:31])[N:15]([c:21]3[cH:22][c:23]([C:27]([F:28])([F:29])[F:30])[cH:24][cH:25][cH:26]3)[C:16]([CH3:20])=[C:17]2[C:18]#[N:19])[c:7]([S:9](=[O:10])(=[O:11])[CH2:35][c:36]2[cH:37][cH:38][cH:39][cH:40][cH:41]2)[cH:8]1. The reactants are COC1(C(NC(C1)OC)=O)OC (3,3,5-Trimethoxy-2-pyrrolidinone), C(C)(=O)O[C@H]1[C@@H](O[C@@H]([C@H]1OC(C)=O)COC(C)=O)N1C=NC=2C(N)=NC=NC12 (adenosine 2',3',5'-triacetate). The solvent is C1=CC=CC=C1.CC(=O)C (benzene acetone). Reaction conditions: temperature 160 celsius. Yields the product C(C)(=O)O[C@H]1[C@@H](O[C@@H]([C@H]1OC(C)=O)COC(C)=O)N1C=NC=2C(NC3CC(C(N3)=O)(OC)OC)=NC=NC12 (N6 -(3,3-dimethoxy-2-oxo-5-pyrrolidinyl)adenosine 2',3',5'-triacetate). The yield is 73.4%. RXN SMILES: [CH3:1][O:2][C:3]1([O:11][CH3:12])[CH2:7][CH:6](OC)[NH:5][C:4]1=[O:10].[C:13]([O:16][C@@H:17]1[C@H:21]([O:22][C:23](=[O:25])[CH3:24])[C@@H:20]([CH2:26][O:27][C:28](=[O:30])[CH3:29])[O:19][C@H:18]1[N:31]1[C:40]2[N:39]=[CH:38][N:37]=[C:35]([NH2:36])[C:34]=2[N:33]=[CH:32]1)(=[O:15])[CH3:14]>C1C=CC=CC=1.CC(C)=O>[C:13]([O:16][C@@H:17]1[C@H:21]([O:22][C:23](=[O:25])[CH3:24])[C@@H:20]([CH2:26][O:27][C:28](=[O:30])[CH3:29])[O:19][C@H:18]1[N:31]1[C:40]2[N:39]=[CH:38][N:37]=[C:35]([NH:36][CH:6]3[NH:5][C:4](=[O:10])[C:3]([O:2][CH3:1])([O:11][CH3:12])[CH2:7]3)[C:34]=2[N:33]=[CH:32]1)(=[O:15])[CH3:14] |f:2.3|. Procedure: 3,3,5-Trimethoxy-2-pyrrolidinone (445 mg) was evenly admixed with adenosine 2',3',5'-triacetate (1 g) and the mixture was melted and reacted by heating at 160° C. for 2 hours. The reaction mixture was then allowed to cool and subjected to silica gel column chromatography using benzene-acetone (2:1) as the eluent to give N6 -(3,3-dimethoxy-2-oxo-5-pyrrolidinyl)adenosine 2',3',5'-triacetate (1 g). This product was dissolved in ammonia-saturated methanol (30 ml) and left standing at 5° C. for 17 ho... The reactants are C(C)OC(=O)C1(CCNCC1)CCOC (4-(2-methoxy-ethyl)-piperidine-4-carboxylic acid ethyl ester), ClC1=C(C=CC=C1)S(=O)(=O)Cl (2-chlorobenzenesulfonyl chloride), C(C)N1N=CC2=CC(=CC=C12)N (1-ethyl-1H-indazol-5-ylamine). Product: ClC1=C(C=CC=C1)S(=O)(=O)N1CCC2(CCN(C2=O)C=2C=C3C=NN(C3=CC2)CC)CC1 (8-(2-Chloro-benzenesulfonyl)-2-(1-ethyl-1H-indazol-5-yl)-2,8-diaza-spiro[4.5]decan-1-one). Reaction SMILES: C(O[C:4]([C:6]1([CH2:12][CH2:13]OC)[CH2:11][CH2:10][NH:9][CH2:8][CH2:7]1)=[O:5])C.[Cl:16][C:17]1[CH:22]=[CH:21][CH:20]=[CH:19][C:18]=1[S:23](Cl)(=[O:25])=[O:24].[CH2:27]([N:29]1[C:37]2[C:32](=[CH:33][C:34]([NH2:38])=[CH:35][CH:36]=2)[CH:31]=[N:30]1)[CH3:28]>>[Cl:16][C:17]1[CH:22]=[CH:21][CH:20]=[CH:19][C:18]=1[S:23]([N:9]1[CH2:8][CH2:7][C:6]2([C:4](=[O:5])[N:38]([C:34]3[CH:33]=[C:32]4[C:37](=[CH:36][CH:35]=3)[N:29]([CH2:27][CH3:28])[N:30]=[CH:31]4)[CH2:13][CH2:12]2)[CH2:11][CH2:10]1)(=[O:25])=[O:24]. Procedure details: Light brown crystalline solid. MS (ESI): 473.2 (MH+). This example was prepared in analogy to example 1 step C) to D) from 4-(2-methoxy-ethyl)-piperidine-4-carboxylic acid ethyl ester (example 1 step B)), 2-chlorobenzenesulfonyl chloride and 1-ethyl-1H-indazol-5-ylamine (for synthesis: Chakrabarty et al. Tetrahedron; 64; 2008; 6711).